This data is from the Open Reaction Database (ORD), a public repository of structured organic reaction records. The task is: describe an organic reaction: reactants, conditions, products, and yield Reactants: [Si](C1=CC=CC=C1)(C1=CC=CC=C1)(C(C)(C)C)Cl (tert-butyldiphenylsilyl chloride), N1C=NC=C1 (imidazole), CN(C=O)C (dimethylformamide), C(C1=CC=CC=C1)OC(=O)N1[C@H](C[C@H](C1)O)C(=O)O ((2R,4R)-4-hydroxy-pyrrolidine-1,2-dicarboxylic acid 1-benzyl ester). Solvent: C(C)(=O)OCC (ethyl acetate). Reaction conditions: time 8 hour. Product: C(C1=CC=CC=C1)OC(=O)N1[C@H](C[C@H](C1)O[Si](C1=CC=CC=C1)(C1=CC=CC=C1)C(C)(C)C)C(=O)O ((2R,4R)-4-(tert-butyl-diphenyl-silanyloxy)-pyrrolidine-1,2-dicarboxylic acid 1-benzyl ester). RXN SMILES: [Si:1](Cl)([C:14]([CH3:17])([CH3:16])[CH3:15])([C:8]1[CH:13]=[CH:12][CH:11]=[CH:10][CH:9]=1)[C:2]1[CH:7]=[CH:6][CH:5]=[CH:4][CH:3]=1.N1C=CN=C1.CN(C)C=O.[CH2:29]([O:36][C:37]([N:39]1[CH2:43][C@H:42]([OH:44])[CH2:41][C@@H:40]1[C:45]([OH:47])=[O:46])=[O:38])[C:30]1[CH:35]=[CH:34][CH:33]=[CH:32][CH:31]=1>C(OCC)(=O)C>[CH2:29]([O:36][C:37]([N:39]1[CH2:43][C@H:42]([O:44][Si:1]([C:14]([CH3:17])([CH3:16])[CH3:15])([C:8]2[CH:13]=[CH:12][CH:11]=[CH:10][CH:9]=2)[C:2]2[CH:7]=[CH:6][CH:5]=[CH:4][CH:3]=2)[CH2:41][C@@H:40]1[C:45]([OH:47])=[O:46])=[O:38])[C:30]1[CH:35]=[CH:34][CH:33]=[CH:32][CH:31]=1. Reported procedure: 2.32 g of tert-butyldiphenylsilyl chloride and 2.32 g of imidazole were added in order to a dimethylformamide (60 ml) solution of 3.61 g of (2R,4R)-4-hydroxy-pyrrolidine-1,2-dicarboxylic acid 1-benzyl ester, and the reaction liquid was stirred overnight at room temperature. The reaction liquid was diluted with ethyl acetate, washed with aqueous saturated ammonium chloride and saturated saline in order, and dried with anhydrous sodium sulfate. The solvent was evaporated away under reduced pressur... Starting materials: NC1=CC=CC=C1 (aniline), OO (hydrogen peroxide), C=O (formaldehyde). The reagents and catalysts are [O-][W](=O)(=O)[O-].[Na+].[Na+] (sodium tungstate). The solvent is O (water). Product: C(=O)NC1=CC=CC=C1 (formanilide). RXN SMILES: [NH2:1][C:2]1[CH:7]=[CH:6][CH:5]=[CH:4][CH:3]=1.[CH2:8]=[O:9].OO>[O-][W]([O-])(=O)=O.[Na+].[Na+].O>[CH:8]([NH:1][C:2]1[CH:7]=[CH:6][CH:5]=[CH:4][CH:3]=1)=[O:9] |f:3.4.5|. Procedure: 18.6 g (0.2 mol) of aniline are introduced into 30 ml of water, followed by the dropwise addition with stirring of 20 g (0.2 mol) of a 30 % by weight aqueous formaldehyde solution. 0.2 g of sodium tungstate are then added, followed by the dropwise addition with continued stirring of 25 g of a 30 % by weight aqueous hydrogen peroxide solution. The temperature rises to about 60° to 70°C. The dark oil precipitated is taken up in about 30 ml of methylene chloride and the organic phase is separated o... The reactants are [N+](=O)(O)[O-] (nitric acid), NC1=NC=C(C(=O)O)C=C1 (6-aminonicotinic acid), ice water. Solvent: S(O)(O)(=O)=O (sulfuric acid), S(O)(O)(=O)=O (sulfuric acid). Conditions: time 3 hour. Yields the product NC1=NC=C(C(=O)O)C=C1[N+](=O)[O-] (6-amino-5-nitronicotinic acid). The yield is 36.0%. Reaction SMILES: [N+:1]([O-:4])(O)=[O:2].[NH2:5][C:6]1[CH:14]=[CH:13][C:9]([C:10]([OH:12])=[O:11])=[CH:8][N:7]=1>S(=O)(=O)(O)O>[NH2:5][C:6]1[C:14]([N+:1]([O-:4])=[O:2])=[CH:13][C:9]([C:10]([OH:12])=[O:11])=[CH:8][N:7]=1. Procedure details: A mixture of concentrated sulfuric acid (7.5 ml) and concentrated nitric acid (7.5 ml) was added dropwise to a solution of 6-aminonicotinic acid (15 g) in concentrated sulfuric acid (30 ml) under ice-cooling. The reaction mixture was stirred at room temperature for 3 hrs and poured into ice water, and the mixture was stirred for 30 min. The precipitated crystals were collected by filtration and washed with water. The obtained crystals were suspended in concentrated sulfuric acid (60 ml), and the...